From a dataset of the Open Reaction Database (ORD), a public repository of structured organic reaction records. describe an organic reaction: reactants, conditions, products, and yield The reactants are CN(C(OC(C)(C)C)=O)C1CN(C1)C=1C=2N(C(=CN1)C=1SC=CC1)N=NN2 (tert-butyl methyl(1-(5-(thiophen-2-yl)tetrazolo[1,5-a]pyrazin-8-yl)azetidin-3-yl)carbamate), FC(C(=O)O)(F)F (trifluoroacetic acid). Solvent: ClCCl (dichloromethane). Reaction conditions: time 2.5 hour. Yields the product CNC1CN(C1)C=1C=2N(C(=CN1)C=1SC=CC1)N=NN2 (N-methyl-1-(5-(thiophen-2-yl)tetrazolo[1,5-a]pyrazin-8-yl)azetidin-3-amine). The yield is 72.3%. As a reaction SMILES: [CH3:1][N:2]([CH:10]1[CH2:13][N:12]([C:14]2[C:15]3[N:16]([N:25]=[N:26][N:27]=3)[C:17]([C:20]3[S:21][CH:22]=[CH:23][CH:24]=3)=[CH:18][N:19]=2)[CH2:11]1)C(=O)OC(C)(C)C.FC(F)(F)C(O)=O>ClCCl>[CH3:1][NH:2][CH:10]1[CH2:11][N:12]([C:14]2[C:15]3[N:16]([N:25]=[N:26][N:27]=3)[C:17]([C:20]3[S:21][CH:22]=[CH:23][CH:24]=3)=[CH:18][N:19]=2)[CH2:13]1. Procedure details: A 2 L round bottom flask was charged with tert-butyl methyl(1-(5-(thiophen-2-yl)tetrazolo[1,5-a]pyrazin-8-yl)azetidin-3-yl)carbamate (50 g, 0.13 mol) and dichloromethane (500 mL). To the solution was added trifluoroacetic acid (100 mL). The resulting slurry was stirred at room temperature for 2.5 h. Work-up: the reaction mixture was concentrated in vacuo. The residue was suspended in water (500 L) and treated with solid Na2CO3 (pH 10˜11, there was un-dissolved Na2CO3 remaining). The solid was co... The reactants are Cl.C(C1=CC=CC=C1)OC(=O)NCC1NCCC2=CC(=C(C=C12)O)O (1-(N-benzyloxycarbonylaminomethyl)-6,7-dihydroxy-1,2,3,4-tetrahydroisoquinoline hydrochloride), Cl (hydrochloric acid). The solvent is C(C)(=O)O (acetic acid). The product is Cl.Cl.NCC1NCCC2=CC(=C(C=C12)O)O (1-aminomethyl-6,7-dihydroxy-1,2,3,4-tetrahydroisoquinoline dihydrochloride). The yield is 61.8%. As a reaction SMILES: [ClH:1].C(OC([NH:12][CH2:13][CH:14]1[C:23]2[C:18](=[CH:19][C:20]([OH:25])=[C:21]([OH:24])[CH:22]=2)[CH2:17][CH2:16][NH:15]1)=O)C1C=CC=CC=1.Cl>C(O)(=O)C>[ClH:1].[ClH:1].[NH2:12][CH2:13][CH:14]1[C:23]2[C:18](=[CH:19][C:20]([OH:25])=[C:21]([OH:24])[CH:22]=2)[CH2:17][CH2:16][NH:15]1 |f:0.1,4.5.6|. Reported procedure: A mixture of 1-(N-benzyloxycarbonylaminomethyl)-6,7-dihydroxy-1,2,3,4-tetrahydroisoquinoline hydrochloride (5.3 g), conc. hydrochloric acid (6 ml) and acetic acid (6 ml) was refluxed for 1 hour and 20 minutes. The reaction mixture was cooled and concentrated under reduced pressure. The residue was crystallized by adding methanol and acetone. The crystals were collected by filtration, washed with a mixture of methanol and acetone and recrystallized twice from a mixture of water, methanol and acet...